This data is from the Open Reaction Database (ORD), a public repository of structured organic reaction records. The task is: describe an organic reaction: reactants, conditions, products, and yield Reactants: CCn1c(NCc2ccccc2)nc2cc(N(C)c3ccnc(Cl)n3)ccc21, Nc1ccc(CS(N)(=O)=O)cc1. Yields the product CCn1c(NCc2ccccc2)nc2cc(N(C)c3ccnc(Nc4ccc(CS(N)(=O)=O)cc4)n3)ccc21, Cl. Reaction SMILES: [CH2:1]([c:2]1[cH:3][cH:4][cH:5][cH:6][cH:7]1)[NH:8][c:9]1[n:10][c:11]2[c:12]([n:13]1[CH2:14][CH3:15])[cH:16][cH:17][c:18]([N:20]([CH3:21])[c:22]1[n:23][c:24]([Cl:28])[n:25][cH:26][cH:27]1)[cH:19]2.[NH2:29][c:30]1[cH:31][cH:32][c:33]([CH2:36][S:37](=[O:38])(=[O:39])[NH2:40])[cH:34][cH:35]1>>[CH2:1]([c:2]1[cH:3][cH:4][cH:5][cH:6][cH:7]1)[NH:8][c:9]1[n:10][c:11]2[c:12]([n:13]1[CH2:14][CH3:15])[cH:16][cH:17][c:18]([N:20]([CH3:21])[c:22]1[n:23][c:24]([NH:29][c:30]3[cH:31][cH:32][c:33]([CH2:36][S:37](=[O:38])(=[O:39])[NH2:40])[cH:34][cH:35]3)[n:25][cH:26][cH:27]1)[cH:19]2.[ClH:28].